From a dataset of the Open Reaction Database (ORD), a public repository of structured organic reaction records. describe an organic reaction: reactants, conditions, products, and yield The reactants are C(C)OC(=O)N1N=C(C2=CC=C(C=C12)Br)OC (6-bromo-3-methoxy-indazole-1-carboxylic acid ethyl ester), BrC1=C2C(=NNC2=CC=C1)OC (4-Bromo-3-methoxy-1H-indazole). The product is BrC1=CC=C2C(=NNC2=C1)OC (6-Bromo-3-methoxy-1H-indazole). As a reaction SMILES: C(OC([N:6]1[C:14]2[C:9](=[CH:10][CH:11]=[C:12]([Br:15])[CH:13]=2)[C:8]([O:16][CH3:17])=[N:7]1)=O)C.BrC1C=CC=C2C=1C(OC)=NN2>>[Br:15][C:12]1[CH:13]=[C:14]2[C:9]([C:8]([O:16][CH3:17])=[N:7][NH:6]2)=[CH:10][CH:11]=1. Procedure details: 6-Bromo-3-methoxy-1H-indazole CCXXXVII was prepared from 6-bromo-3-methoxy-indazole-1-carboxylic acid ethyl ester using the procedure described for preparation of 4-Bromo-3-methoxy-1H-indazole CLXXXVI (Example 37). Reactants: C1(CC1)CCOCC1=CC=CC(=N1)N (6-(2-cyclopropyl-ethoxymethyl)-pyridin-2-ylamine), FC1=C(C=C(C=C1)S(=O)(=O)Cl)C(F)(F)F (4-fluoro-3-(trifluormethyl)-benzenesulfonyl chloride). The product is C1(CC1)CCOCC1=CC=CC(=N1)NS(=O)(=O)C1=CC(=C(C=C1)F)C(F)(F)F (N-[6-(2-Cyclopropyl-ethoxymethyl)-pyridin-2-yl]-4-fluoro-3-trifluoromethyl-benzenesulfonamide). Reaction SMILES: [CH:1]1([CH2:4][CH2:5][O:6][CH2:7][C:8]2[N:13]=[C:12]([NH2:14])[CH:11]=[CH:10][CH:9]=2)[CH2:3][CH2:2]1.[F:15][C:16]1[CH:21]=[CH:20][C:19]([S:22](Cl)(=[O:24])=[O:23])=[CH:18][C:17]=1[C:26]([F:29])([F:28])[F:27]>>[CH:1]1([CH2:4][CH2:5][O:6][CH2:7][C:8]2[N:13]=[C:12]([NH:14][S:22]([C:19]3[CH:20]=[CH:21][C:16]([F:15])=[C:17]([C:26]([F:29])([F:27])[F:28])[CH:18]=3)(=[O:24])=[O:23])[CH:11]=[CH:10][CH:9]=2)[CH2:3][CH2:2]1. Procedure details: This material was prepared in analogy to example 1 from 6-(2-cyclopropyl-ethoxymethyl)-pyridin-2-ylamine (0.08 g) and 4-fluoro-3-(trifluormethyl)-benzenesulfonyl chloride (0.12 g) as a light yellow gum (0.08 g). MS (ESI−): 417.0 ([M−H]−). Starting materials: C(Cl)(Cl)Cl (CHCl3), Cl (HCl), OC1=CC=C(C(=O)O)C=C1 (4-hydroxybenzoic acid), [OH-].[Na+] (sodium hydroxide). Run in O (H2O), O (H2O). Run at time 8 hour. The product is C(=O)C=1C=C(C(=O)O)C=CC1O (3-Formyl-4-hydroxybenzoic acid). Isolated yield 23.0%. RXN SMILES: [OH:1][C:2]1[CH:10]=[CH:9][C:5]([C:6]([OH:8])=[O:7])=[CH:4][CH:3]=1.[OH-:11].[Na+].[CH:13](Cl)(Cl)Cl.Cl>O>[CH:13]([C:3]1[CH:4]=[C:5]([CH:9]=[CH:10][C:2]=1[OH:1])[C:6]([OH:8])=[O:7])=[O:11] |f:1.2|. Procedure details: 140 g (1.01 mol) of 4-hydroxybenzoic acid were added to a hot solution of 250 g (6.25 mol) of sodium hydroxide in 500 mL H2O. 150 mL of CHCl3 were cautiously added to the hot solution, and after the foaming had ceased, the reaction mixture was stirred overnight at room temperature. The reaction mixture was then diluted to 4 L with H2O, acidified to pH 1 by addition of about 300 mL of concentrated HCl, and extracted two times with 2 L and then three times with 1 L ethyl ether. The ether extracts ... Starting materials: COC(=O)c1cc(C)c(OCCO)s1, c1ccccc1. Product: COC(=O)c1ccc(OCCO)s1. RXN SMILES: [CH3:1][O:2][C:3](=[O:4])[c:5]1[s:6][c:7]([O:11][CH2:12][CH2:13][OH:14])[c:8]([CH3:10])[cH:9]1.[cH:15]1[cH:16][cH:17][cH:18][cH:19][cH:20]1>>[CH3:1][O:2][C:3](=[O:4])[c:5]1[s:6][c:7]([O:11][CH2:12][CH2:13][OH:14])[cH:8][cH:9]1. Reactants: FC1=CC=C(CN2N=CN(C2=O)C=2SC(=C(N2)C)C#N)C=C1 (2-(1-(4-fluorobenzyl)-5-oxo-1H-1,2,4-triazol-4(5H)-yl)-4-methylthiazole-5-carbonitrile), [N-]=[N+]=[N-].[Na+] (sodium azide), [Cl-].[NH4+] (ammonium chloride). Run in CN(C=O)C (N,N-dimethylformamide). Reaction conditions: temperature 80 celsius. Product: FC1=CC=C(CN2N=CN(C2=O)C=2SC(=C(N2)C)C=2N=NNN2)C=C1 (1-(4-fluorobenzyl)-4-(4-methyl-5-(2H-tetrazol-5-yl)thiazol-2-yl)-1H-1,2,4-triazol-5(4H)-one). Yield: 72.0%. RXN SMILES: [F:1][C:2]1[CH:22]=[CH:21][C:5]([CH2:6][N:7]2[C:11](=[O:12])[N:10]([C:13]3[S:14][C:15]([C:19]#[N:20])=[C:16]([CH3:18])[N:17]=3)[CH:9]=[N:8]2)=[CH:4][CH:3]=1.[N-:23]=[N+:24]=[N-:25].[Na+].[Cl-].[NH4+]>CN(C)C=O>[F:1][C:2]1[CH:22]=[CH:21][C:5]([CH2:6][N:7]2[C:11](=[O:12])[N:10]([C:13]3[S:14][C:15]([C:19]4[N:23]=[N:24][NH:25][N:20]=4)=[C:16]([CH3:18])[N:17]=3)[CH:9]=[N:8]2)=[CH:4][CH:3]=1 |f:1.2,3.4|. Procedure: A mixture of 2-(1-(4-fluorobenzyl)-5-oxo-1H-1,2,4-triazol-4(5H)-yl)-4-methylthiazole-5-carbonitrile (0.10 g, 0.31 mmol), sodium azide (0.08 g, 1.57 mmol) and ammonium chloride (0.07 g, 1.57 mmol) in anhydrous N,N-dimethylformamide (5.0 mL) was heated at 80° C. for 16 h. The reaction was quenched with the addition of water (2.0 mL) and the solvents were removed in vacuo. The residue was dissolved with ethyl acetate (10 mL), washed with water (2×2 mL), dried over anhydrous sodium sulfate and filte...